From a dataset of the Open Reaction Database (ORD), a public repository of structured organic reaction records. describe an organic reaction: reactants, conditions, products, and yield Reactants: P(=O)(O)(O)OCC(C=O)O (glyceraldehyde 3-phosphate), C(C(COP(=O)(O)O)O)O (glycerophosphate), C=1N=C(C2=C(N1)N(C=N2)[C@H]3[C@@H]([C@@H]([C@H](O3)COP(=O)(O)OP(=O)(O)OC[C@@H]4[C@H]([C@H]([C@@H](O4)N5C=CCC(=C5)C(=O)N)O)O)O)O)N (NADH). Conditions: temperature 30 celsius. Product: P(=O)(O)(O)OC[C@H]([C@H]([C@H](C=O)O)O)O (Ribose 5-phosphate). Reaction SMILES: [P:1]([O:5][CH2:6][CH:7]([OH:10])[CH:8]=[O:9])([OH:4])([OH:3])=[O:2].C(O)[CH:12]([OH:19])[CH2:13][O:14]P(O)(O)=O.C1N=C(N)C2N=CN([C@@H]3O[C@H](COP(OP(OC[C@H]4O[C@@H](N5C=C(C(N)=O)CC=C5)[C@H](O)[C@@H]4O)(O)=O)(O)=O)[C@@H](O)[C@H]3O)C=2N=1>>[P:1]([O:5][CH2:6][C@@H:7]([OH:10])[C@@H:8]([OH:9])[C@@H:12]([OH:19])[CH:13]=[O:14])([OH:4])([OH:3])=[O:2]. Procedure details: Crude cell extracts were prepared in 100 mM Tris/HCl at pH 7.8. Determination of TKT activity required application of several coupling enzymes. RPI and RPE served as coupling enzymes to provide the substrates ribulose 5-phosphate and xylulose 5-phosphate from ribose 5-phosphate (R5P) supplied in the assay. Online monitoring at 340 nm was enabled by further conversion of glyceraldehyde 3-phosphate as product of the TKT reaction by triosephosphate isomerase and glycerophosphate dehydrogenase (TPI/...